Dataset: the Open Reaction Database (ORD), a public repository of structured organic reaction records. Task: describe an organic reaction: reactants, conditions, products, and yield The reactants are O, OCC1CCOC2(CCCCC2)OC1, Cc1ccc(S(=O)(=O)O)cc1, c1ccccc1. Product: OCCC1COC2(CCCCC2)OC1. As a reaction SMILES: [OH2:26].[OH:1][CH2:2][CH:3]1[CH2:4][O:5][C:6]2([CH2:7][CH2:8][CH2:9][CH2:10][CH2:11]2)[O:12][CH2:13][CH2:14]1.[c:15]1([CH3:16])[cH:17][cH:18][c:19]([S:20]([OH:21])(=[O:22])=[O:23])[cH:24][cH:25]1.[cH:27]1[cH:28][cH:29][cH:30][cH:31][cH:32]1>>[O:1]1[CH2:2][CH:3]([CH2:14][CH2:13][OH:12])[CH2:4][O:5][C:6]12[CH2:7][CH2:8][CH2:9][CH2:10][CH2:11]2.